This data is from the Open Reaction Database (ORD), a public repository of structured organic reaction records. The task is: describe an organic reaction: reactants, conditions, products, and yield The reactants are CC(C)C(=O)Cl, COc1cc(N2CCN(C)CC2)c2oc(C(=O)Nc3ccc(N4CCNCC4)cc3)cc(=O)c2c1. Yields the product COc1cc(N2CCN(C)CC2)c2oc(C(=O)Nc3ccc(N4CCN(C(=O)C(C)C)CC4)cc3)cc(=O)c2c1. Reaction SMILES: [C:36]([CH:37]([CH3:38])[CH3:39])(=[O:40])[Cl:41].[N:1]1([c:7]2[cH:8][cH:9][c:10]([NH:13][C:14](=[O:15])[c:16]3[o:17][c:18]4[c:19]([N:29]5[CH2:30][CH2:31][N:32]([CH3:35])[CH2:33][CH2:34]5)[cH:20][c:21]([O:27][CH3:28])[cH:22][c:23]4[c:24](=[O:26])[cH:25]3)[cH:11][cH:12]2)[CH2:2][CH2:3][NH:4][CH2:5][CH2:6]1>>[N:1]1([c:7]2[cH:8][cH:9][c:10]([NH:13][C:14](=[O:15])[c:16]3[o:17][c:18]4[c:19]([N:29]5[CH2:30][CH2:31][N:32]([CH3:35])[CH2:33][CH2:34]5)[cH:20][c:21]([O:27][CH3:28])[cH:22][c:23]4[c:24](=[O:26])[cH:25]3)[cH:11][cH:12]2)[CH2:2][CH2:3][N:4]([C:36]([CH:37]([CH3:38])[CH3:39])=[O:40])[CH2:5][CH2:6]1. Reactants: CC1(CC(=C(C=C1)C=1C(C(=O)O)=CC=CC1)C(=O)O)C (4,4-Dimethyldiphenic acid). The solvent is CC(=O)C (acetone). Yields the product CC=1C(C2=CC3=CC(=CC=C3C2=CC1)C)=O (2,7-Dimethylfluorenone). As a reaction SMILES: C[C:2]1([CH3:20])[CH:7]=[CH:6][C:5]([C:8]2[C:9](=[CH:13][CH:14]=[CH:15][CH:16]=2)[C:10]([OH:12])=O)=[C:4]([C:17](O)=O)[CH2:3]1>CC(C)=O>[CH3:13][C:14]1[C:10](=[O:12])[C:9]2[C:8](=[CH:16][CH:15]=1)[C:5]1[C:4](=[CH:3][C:2]([CH3:20])=[CH:7][CH:6]=1)[CH:17]=2. Procedure details: 4,4-Dimethyldiphenic acid (20.0 g, 74.0 mmol) was heated in a sand bath at 300°-330° C. for 2 hr until decarboxylation was over (no gas was evolved). The reaction mixture was cooled down to room temperature and the cake obtained was dissolved in acetone. Evaporation of the acetone produced a black material which was extracted with 25% solution of ethyl acetate in hexane. Evaporation of the solvents afforded the crude ketone which was further purified on a short path chromatography (silica, a. he... Starting materials: BrC1=C(C=CC(=C1)F)C (2-bromo-4-fluorotoluene), BrN1C(CCC1=O)=O (N-bromosuccinimide), C(C1=CC=CC=C1)(=O)OOC(C1=CC=CC=C1)=O (benzoyl peroxide). The solvent is C(Cl)(Cl)(Cl)Cl (CCl4). The product is BrC1=C(C=CC(=C1)F)CBr (2-Bromo-1-(bromomethyl)-4-fluorobenzene). RXN SMILES: [Br:1][C:2]1[CH:7]=[C:6]([F:8])[CH:5]=[CH:4][C:3]=1[CH3:9].[Br:10]N1C(=O)CCC1=O.C(OOC(=O)C1C=CC=CC=1)(=O)C1C=CC=CC=1>C(Cl)(Cl)(Cl)Cl>[Br:1][C:2]1[CH:7]=[C:6]([F:8])[CH:5]=[CH:4][C:3]=1[CH2:9][Br:10]. Procedure details: A mixture of 18.9 g (100 mmol) of 2-bromo-4-fluorotoluene, 17.8 g (100 mmol) of N-bromosuccinimide, 400 mg of benzoyl peroxide, and 200 ml of CCl4 were refluxed for 2 h. The reaction mixture was filtered through a glass frit (G2), and the precipitate was additionally washed with 3×50 ml of CCl4. The combined filtrate was evaporated to dryness. Fractional distillation of the residue (bp 92-96° C./4 mm Hg) gave the title product as colorless oil. Yield 20.4 g (76%). Starting materials: ClCCCN1C(NC2=C1C=CC=C2)=O (1-(3-chloropropyl)-1,3-dihydro-2H-benzimidazol-2-one), C1(=CC=CC=C1)C(N1CCNCC1)C1=CC=CC=C1 (1-(diphenylmethyl)piperazine), C([O-])([O-])=O.[Na+].[Na+] (sodium carbonate), CC(CC(C)=O)C (4-methyl-2-pentanone). The solvent is O (water), O (water). The product is C1(=CC=CC=C1)C(N1CCN(CC1)CCCN1C(NC2=C1C=CC=C2)=O)C2=CC=CC=C2 (1-{3-[4-(diphenylmethyl)-1-piperazinyl]propyl}-1,3-dihydro-2H-benzimidazol-2-one). RXN SMILES: Cl[CH2:2][CH2:3][CH2:4][N:5]1[C:9]2[CH:10]=[CH:11][CH:12]=[CH:13][C:8]=2[NH:7][C:6]1=[O:14].[C:15]1([CH:21]([C:28]2[CH:33]=[CH:32][CH:31]=[CH:30][CH:29]=2)[N:22]2[CH2:27][CH2:26][NH:25][CH2:24][CH2:23]2)[CH:20]=[CH:19][CH:18]=[CH:17][CH:16]=1.C(=O)([O-])[O-].[Na+].[Na+].CC(C)CC(=O)C>O>[C:28]1([CH:21]([C:15]2[CH:20]=[CH:19][CH:18]=[CH:17][CH:16]=2)[N:22]2[CH2:23][CH2:24][N:25]([CH2:2][CH2:3][CH2:4][N:5]3[C:9]4[CH:10]=[CH:11][CH:12]=[CH:13][C:8]=4[NH:7][C:6]3=[O:14])[CH2:26][CH2:27]2)[CH:29]=[CH:30][CH:31]=[CH:32][CH:33]=1 |f:2.3.4|. Procedure: A mixture of 5.3 parts of 1-(3-chloropropyl)-1,3-dihydro-2H-benzimidazol-2-one, 5 parts of 1-(diphenylmethyl)piperazine, 6.4 parts of sodium carbonate and 200 parts of 4-methyl-2-pentanone is stirred and refluxed overnight with water-separator. After cooling, water is added and the layers are separated. The 4-methyl-2-pentanone-phase is dried, filtered and evaporated. The residue is purified by column-chromatography over silica gel using a mixture of trichloromethane and 5% of methanol as eluent... Starting materials: O=C1CCC(=O)N1Br, CCCCC(C)(C)C(O)C=CC1C(O)CC(O)C1CC=CCCCC(=O)OC, ClC(Cl)Cl, C1CCOC1. Product: CCCCC(C)(C)C(O)C=CC1C(O)CC2OC(C(Br)CCCC(=O)OC)CC21. RXN SMILES: [Br:1][N:2]1[C:3](=[O:4])[CH2:5][CH2:6][C:7]1=[O:8].[CH3:9][O:10][C:11]([CH2:12][CH2:13][CH2:14][CH:15]=[CH:16][CH2:17][CH:18]1[CH:19]([OH:35])[CH2:20][CH:21]([OH:34])[CH:22]1[CH:23]=[CH:24][CH:25]([C:26]([CH2:27][CH2:28][CH2:29][CH3:30])([CH3:31])[CH3:32])[OH:33])=[O:36].[CH:37]([Cl:38])([Cl:39])[Cl:40].[O:41]1[CH2:42][CH2:43][CH2:44][CH2:45]1>>[Br:1][CH:15]([CH2:14][CH2:13][CH2:12][C:11]([O:10][CH3:9])=[O:36])[CH:16]1[CH2:17][CH:18]2[CH:19]([CH2:20][CH:21]([OH:34])[CH:22]2[CH:23]=[CH:24][CH:25]([C:26]([CH2:27][CH2:28][CH2:29][CH3:30])([CH3:31])[CH3:32])[OH:33])[O:35]1. Starting materials: COC1=CC=C(C=C1)C1=CC(CCC1)=O (3-(4-methoxyphenyl)-2-cyclohexen-1-one), [H][H] (hydrogen), [Cr](=O)(=O)([O-])O[Cr](=O)(=O)[O-].[NH+]1=CC=CC=C1.[NH+]1=CC=CC=C1 (pyridinium dichromate), FC(C(=O)[O-])(F)F.[NH+]1=CC=CC=C1 (pyridinium trifluoroacetate). The reagents and catalysts are [Pd] (palladium). Solvent: CO (methanol), ClCCl (dichloromethane). The product is COC1=CC=C(C=C1)C1CC(CCC1)=O (3-(4-Methoxyphenyl)cyclohexanone). RXN SMILES: [CH3:1][O:2][C:3]1[CH:8]=[CH:7][C:6]([C:9]2[CH2:14][CH2:13][CH2:12][C:11](=[O:15])[CH:10]=2)=[CH:5][CH:4]=1.[H][H].[Cr](O[Cr]([O-])(=O)=O)([O-])(=O)=O.[NH+]1C=CC=CC=1.[NH+]1C=CC=CC=1.FC(F)(F)C([O-])=O.[NH+]1C=CC=CC=1>CO.ClCCl.[Pd]>[CH3:1][O:2][C:3]1[CH:4]=[CH:5][C:6]([CH:9]2[CH2:14][CH2:13][CH2:12][C:11](=[O:15])[CH2:10]2)=[CH:7][CH:8]=1 |f:2.3.4,5.6|. Reported procedure: 1.5 g of 5% palladium on active carbon are added to 15.15 g of 3-(4-methoxyphenyl)-2-cyclohexen-1-one in 400 ml of methanol and stirring is carried out in a hydrogen atmosphere for 4 hours. The catalyst is filtered off and the reaction mixture is concentrated. The mixture so obtained is dissolved in 200 ml of dichloromethane and stirred with 26.9 g of pyridinium dichromate and 2.1 g of pyridinium trifluoroacetate at room temperature for 6 hours. The reaction mixture is decanted, concentrated and...